Task: describe an organic reaction: reactants, conditions, products, and yield. Dataset: the Open Reaction Database (ORD), a public repository of structured organic reaction records Starting materials: CCCC(=O)c1cnc2cc(COC(=O)c3ccccc3)ccc2c1Cl, Cc1ccccc1N, C1COCCO1. Yields the product CCCC(=O)c1cnc2cc(COC(=O)c3ccccc3)ccc2c1Nc1ccccc1C. Reaction SMILES: [C:1]([CH2:2][CH2:3][CH3:4])(=[O:5])[c:6]1[cH:7][n:8][c:9]2[cH:10][c:11]([CH2:17][O:18][C:19]([c:20]3[cH:21][cH:22][cH:23][cH:24][cH:25]3)=[O:26])[cH:12][cH:13][c:14]2[c:15]1[Cl:16].[NH2:27][c:28]1[c:29]([CH3:34])[cH:30][cH:31][cH:32][cH:33]1.[O:35]1[CH2:36][CH2:37][O:38][CH2:39][CH2:40]1>>[C:1]([CH2:2][CH2:3][CH3:4])(=[O:5])[c:6]1[cH:7][n:8][c:9]2[cH:10][c:11]([CH2:17][O:18][C:19]([c:20]3[cH:21][cH:22][cH:23][cH:24][cH:25]3)=[O:26])[cH:12][cH:13][c:14]2[c:15]1[NH:27][c:28]1[c:29]([CH3:34])[cH:30][cH:31][cH:32][cH:33]1. Starting materials: C1(=CC(=CC=C1)N)N (m-phenylenediamine), C(C)(=O)OCC (ethyl acetate), C1(\C=C/C(=O)O1)=O (maleic anhydride), C(C)(=O)OCC (ethyl acetate), O.O.O.O.O.O.[Cl-].[Mg+2].[Cl-] (Magnesium chloride hexahydrate), C(C)(=O)OC(C)=O (acetic anhydride). Run in C(C)N(CC)CC (triethylamine). Conditions: temperature 40 celsius. Yields the product C1(=CC(=CC=C1)N1C(C=CC1=O)=O)N1C(C=CC1=O)=O (N,N'-m-phenylenedimaleimide). Yield: 70.0%. RXN SMILES: [C:1]1(=[O:7])O[C:4](=[O:5])[CH:3]=[CH:2]1.[C:8]1([NH2:15])[CH:13]=[CH:12][CH:11]=[C:10]([NH2:14])[CH:9]=1.O.O.O.O.O.O.[Cl-].[Mg+2].[Cl-].C(O[C:29](=[O:31])[CH3:30])(=O)C.[C:32](OCC)(=[O:34])[CH3:33]>C(N(CC)CC)C>[C:8]1([N:15]2[C:1](=[O:7])[CH:2]=[CH:3][C:4]2=[O:5])[CH:13]=[CH:12][CH:11]=[C:10]([N:14]2[C:29](=[O:31])[CH:30]=[CH:33][C:32]2=[O:34])[CH:9]=1 |f:2.3.4.5.6.7.8.9.10|. Procedure: A flask was equipped as in Example 1. To a solution of maleic anhydride (1.92 parts) and 13 parts ethyl acetate was added a mixture of 1 part m-phenylenediamine, 0.32 part triethylamine and 2.3 parts ethyl acetate over a 40-minute period. The resulting heterogeneous mixture was maintained at 40° C. for 50 minutes. Magnesium chloride hexahydrate (0.08 part) and 2.44 parts acetic anhydride were added all at once. The temperature was raised to 50° C. and maintained for 3 hours. The precipitated pro... Reactants: ClC1=C(C=CC=C1)C(C)=O (o-chloroacetophenone), COC(N(C)C)OC (N,N-dimethylformamide dimethyl acetal), C(C)#N (acetonitrile). Run in C1(=CC=CC=C1)C (toluene). Conditions: temperature 83 celsius. Product: ClC1=C(C=CC=C1)C(C=CN(C)C)=O (2'-chloro-3-dimethylaminopropenophenone). The yield is 101.7%. RXN SMILES: [Cl:1][C:2]1[CH:7]=[CH:6][CH:5]=[CH:4][C:3]=1[C:8](=[O:10])[CH3:9].CO[CH:13](OC)[N:14]([CH3:16])[CH3:15].C(#N)C>C1(C)C=CC=CC=1>[Cl:1][C:2]1[CH:7]=[CH:6][CH:5]=[CH:4][C:3]=1[C:8](=[O:10])[CH:9]=[CH:13][N:14]([CH3:16])[CH3:15]. Procedure details: To a 5 liter, 3-necked flask equipped with a mechanical stirrer, thermometer, reflux condenser capped with a nitrogen inlet, and a heating mantle were added o-chloroacetophenone (305.8 g), N,N-dimethylformamide dimethyl acetal (707.0 g), and acetonitrile (dried over molecular sieves, 3.0 L) giving an orange solution. The mixture was heated gradually to reflux (83° C.) over 1.5 hours, then maintained at reflux for 18 hours. After the dark red solution was cooled to room temperature, the acetonitr... Reactants: CCOC(=O)c1cnc2cnc(O)nc2c1Br, [Na+], [OH-]. The product is O=C(O)c1cnc2cnc(O)nc2c1Br. RXN SMILES: [Br:1][c:2]1[c:3]([C:13](=[O:14])[O:15][CH2:16][CH3:17])[cH:4][n:5][c:6]2[c:7]1[n:8][c:9]([OH:12])[n:10][cH:11]2.[Na+:19].[OH-:18]>>[Br:1][c:2]1[c:3]([C:13](=[O:14])[OH:15])[cH:4][n:5][c:6]2[c:7]1[n:8][c:9]([OH:12])[n:10][cH:11]2. The reactants are [I-].C(CCC)[N+]1=C(SC(=C1C)C)C (3-butyl-2,4,5-trimethyl-1,3-thiazol-3-ium iodide), C1(CCCCC1)N=C=O (cyclohexyl isocyanate), C1CCC2=NCCCN2CC1 (DBU). Run in C(Cl)Cl (CH2Cl2), C(Cl)Cl (CH2Cl2). Run at time 14 hour. Product: C(CCC)N1/C(/SC(=C1C)C)=C/C(=O)NC1CCCCC1 ((2Z)-2-(3-butyl-4,5-dimethyl-1,3-thiazol-2(3H)-ylidene)-N-cyclohexylacetamide). RXN SMILES: [I-].[CH2:2]([N+:6]1[C:10]([CH3:11])=[C:9]([CH3:12])[S:8][C:7]=1[CH3:13])[CH2:3][CH2:4][CH3:5].[CH:14]1([N:20]=[C:21]=[O:22])[CH2:19][CH2:18][CH2:17][CH2:16][CH2:15]1.C1CCN2C(=NCCC2)CC1>C(Cl)Cl>[CH2:2]([N:6]1[C:10]([CH3:11])=[C:9]([CH3:12])[S:8]/[C:7]/1=[CH:13]\[C:21]([NH:20][CH:14]1[CH2:19][CH2:18][CH2:17][CH2:16][CH2:15]1)=[O:22])[CH2:3][CH2:4][CH3:5] |f:0.1|. Procedure: To a solution of Example 1A (123 mg, 0.4 mmol) and cyclohexyl isocyanate (63 mg, 0.5 mmol) in CH2Cl2 (20 mL) at 0° C. was added dropwise a solution of DBU (0.076 mL, 0.5 mmol) in CH2Cl2 (5 mL). The mixture was allowed to warm to room temperature and stirred for 14 hours. The mixture was washed sequentially with water, brine and dried over anhydrous MgSO4, filtered and concentrated under reduced pressure. The residue was purified by column chromatography over silica gel (CH2Cl2-MeOH 9:1) to provi... The reactants are BrC=1C(=NC=C(C(=O)NC2=CC=C(C=C2)OC(F)(F)Cl)C1)N1C[C@H](CC1)CO ((S)-5-bromo-N-(4-(chlorodifluoromethoxy)phenyl)-6-(3-(hydroxymethyl)pyrrolidin-1-yl)nicotinamide), N1=CN=CC(=C1)B(O)O (pyrimidin-5-ylboronic acid). Yields the product ClC(OC1=CC=C(C=C1)NC(C1=CN=C(C(=C1)C=1C=NC=NC1)N1C[C@H](CC1)CO)=O)(F)F ((S)—N-(4-(Chlorodifluoromethoxy)phenyl)-6-(3-(hydroxymethyl)pyrrolidin-1-yl)-5-(pyrimidin-5-yl)nicotinamide). Reaction SMILES: Br[C:2]1[C:3]([N:22]2[CH2:26][CH2:25][C@H:24]([CH2:27][OH:28])[CH2:23]2)=[N:4][CH:5]=[C:6]([CH:21]=1)[C:7]([NH:9][C:10]1[CH:15]=[CH:14][C:13]([O:16][C:17]([Cl:20])([F:19])[F:18])=[CH:12][CH:11]=1)=[O:8].[N:29]1[CH:34]=[C:33](B(O)O)[CH:32]=[N:31][CH:30]=1>>[Cl:20][C:17]([F:19])([F:18])[O:16][C:13]1[CH:14]=[CH:15][C:10]([NH:9][C:7](=[O:8])[C:6]2[CH:21]=[C:2]([C:33]3[CH:34]=[N:29][CH:30]=[N:31][CH:32]=3)[C:3]([N:22]3[CH2:26][CH2:25][C@H:24]([CH2:27][OH:28])[CH2:23]3)=[N:4][CH:5]=2)=[CH:11][CH:12]=1. Reported procedure: The title compound was prepared in an analogous fashion to that described in Example 169 using (S)-5-bromo-N-(4-(chlorodifluoromethoxy)phenyl)-6-(3-(hydroxymethyl)pyrrolidin-1-yl)nicotinamide (Stage 174.1) and pyrimidin-5-ylboronic acid to afford a white solid. HPLC (Condition 4) tR=4.93 min, UPLC-MS (Condition 3) tR=0.97 min, m/z=476.3 [M+H]+; 1H-NMR (400 MHz, DMSO-d6) δ ppm 1.57 (m, J=12.10, 7.80 Hz, 1H) 1.84 (m, J=11.90, 6.10 Hz, 1H) 2.12-2.31 (m, 1H) 2.95 (dd, J=10.56, 7.04 Hz, 1H) 3.08-3.44... Starting materials: N1(N=CC=C1)CC12CC3(CC(CC(C1)C3)C2)OCCOCCOCCO (2-[2-(2-{[3-(1H-pyrazol-1-ylmethyl)tricyclo[3.3.1.13,7]dec-1-yl]oxy}ethoxy)ethoxy]ethanol), [Li]CCCC (n-BuLi), IC (iodomethane). Run in O1CCCC1 (tetrahydrofuran). Reaction conditions: time 90 minute. The product is CC1=CC=NN1CC12CC3(CC(CC(C1)C3)C2)OCCOCCOCCO (2-{2-[2-({3-[(5-methyl-1H-pyrazol-1-yl)methyl]tricyclo[3.3.1.13,7]dec-1-yl}oxy)ethoxy]ethoxy}ethanol). RXN SMILES: [N:1]1([CH2:6][C:7]23[CH2:16][CH:11]4[CH2:12][CH:13]([CH2:15][C:9]([O:17][CH2:18][CH2:19][O:20][CH2:21][CH2:22][O:23][CH2:24][CH2:25][OH:26])([CH2:10]4)[CH2:8]2)[CH2:14]3)[CH:5]=[CH:4][CH:3]=[N:2]1.[Li][CH2:28]CCC.IC>O1CCCC1>[CH3:28][C:5]1[N:1]([CH2:6][C:7]23[CH2:14][CH:13]4[CH2:12][CH:11]([CH2:10][C:9]([O:17][CH2:18][CH2:19][O:20][CH2:21][CH2:22][O:23][CH2:24][CH2:25][OH:26])([CH2:15]4)[CH2:8]2)[CH2:16]3)[N:2]=[CH:3][CH:4]=1. Procedure details: To a cold (−78° C.) solution of EXAMPLE 83A (1.0 g) in tetrahydrofuran (10 mL) was added n-BuLi (5 mL, 2.5 M in hexane). The reaction mixture was stirred for 90 minutes, and iodomethane (1 mL) was added. The reaction mixture was stirred at −78° C. for 90 minutes and quenched by the addition of 1 drop of trifluoroacetic acid. The reaction mixture was warmed to room temperature and concentrated to dryness. The residue was used in the subsequent step without further purification.